Dataset: the Open Reaction Database (ORD), a public repository of structured organic reaction records. Task: describe an organic reaction: reactants, conditions, products, and yield Reactants: CCOC(=O)c1cc(CCc2ccc(Cl)cc2)c(C)[nH]1, [Na+], C1COCCO1, [OH-]. Yields the product Cc1[nH]c(C(=O)O)cc1CCc1ccc(Cl)cc1. RXN SMILES: [CH2:1]([CH3:2])[O:3][C:4](=[O:5])[c:6]1[nH:7][c:8]([CH3:20])[c:9]([CH2:11][CH2:12][c:13]2[cH:14][cH:15][c:16]([Cl:19])[cH:17][cH:18]2)[cH:10]1.[Na+:22].[O:23]1[CH2:24][CH2:25][O:26][CH2:27][CH2:28]1.[OH-:21]>>[O:3]=[C:4]([OH:5])[c:6]1[nH:7][c:8]([CH3:20])[c:9]([CH2:11][CH2:12][c:13]2[cH:14][cH:15][c:16]([Cl:19])[cH:17][cH:18]2)[cH:10]1. The reactants are CC(C)(C)c1ccc(C2(O)CN(C(c3ccccc3)c3ccccc3)C2)cc1, CS(=O)(=O)Cl, ClCCl. The product is CC(C)(C)c1ccc(C2(Cl)CN(C(c3ccccc3)c3ccccc3)C2)cc1. RXN SMILES: [C:1]([CH3:2])([CH3:3])([CH3:4])[c:5]1[cH:6][cH:7][c:8]([C:11]2([OH:28])[CH2:12][N:13]([CH:15]([c:16]3[cH:17][cH:18][cH:19][cH:20][cH:21]3)[c:22]3[cH:23][cH:24][cH:25][cH:26][cH:27]3)[CH2:14]2)[cH:9][cH:10]1.[CH3:29][S:30]([Cl:31])(=[O:32])=[O:33].[Cl:34][CH2:35][Cl:36]>>[C:1]([CH3:2])([CH3:3])([CH3:4])[c:5]1[cH:6][cH:7][c:8]([C:11]2([Cl:31])[CH2:12][N:13]([CH:15]([c:16]3[cH:17][cH:18][cH:19][cH:20][cH:21]3)[c:22]3[cH:23][cH:24][cH:25][cH:26][cH:27]3)[CH2:14]2)[cH:9][cH:10]1. Starting materials: C1CCOC1, CO, COC(=O)c1ccc2cnc(F)cc2c1, [Li+], [OH-], O. Product: O=C(O)c1ccc2cnc(F)cc2c1. Reaction SMILES: [CH2:18]1[O:19][CH2:20][CH2:21][CH2:22]1.[CH3:23][OH:24].[F:1][c:2]1[n:3][cH:4][c:5]2[cH:6][cH:7][c:8]([C:12](=[O:13])[O:14][CH3:15])[cH:9][c:10]2[cH:11]1.[Li+:16].[OH-:17].[OH2:25]>>[F:1][c:2]1[n:3][cH:4][c:5]2[cH:6][cH:7][c:8]([C:12](=[O:13])[OH:14])[cH:9][c:10]2[cH:11]1. The product is C(C(O)C)(=O)O.C(CO)(=O)O (lactic acid glycolic acid). Reactants: C(C(O)C)(=O)O (lactic acid), C(CO)(=O)O (glycolic acid). Reaction SMILES: [C:1]([OH:6])(=[O:5])[CH:2]([CH3:4])[OH:3].[C:7]([OH:11])(=[O:10])[CH2:8][OH:9]>>[C:1]([OH:6])(=[O:5])[CH:2]([CH3:4])[OH:3].[C:7]([OH:11])(=[O:10])[CH2:8][OH:9] |f:2.3|. Procedure: To 160 g (1.5 mol) of 85% lactic acid aqueous solution was added 38 g (0.5 mol) of glycolic acid and the mixture was subjected to heating under reduced pressure in nitrogen gas stream at 100° to 150° C./350 to 30 mmHg stepwise for 6 hours with removing distilled water, and then the resultant was subjected to a condensation reaction at 175° C./6 to 5 mmHg for 36 hours to give lactic acid-glycolic acid copolymer [monomer ratio: 75/25 (on a weight basis), average molecular weight: 14000, glass tran...